Dataset: the Open Reaction Database (ORD), a public repository of structured organic reaction records. Task: describe an organic reaction: reactants, conditions, products, and yield The reactants are ClC=1N=C(C2=C(N1)C=C(S2)CN2CCC(CC2)(O)C2=CC=C(C=C2)Cl)N2CCOCC2 (1-(2-Chloro-4-morpholin-4-yl-thieno[3,2-d]pyrimidin-6-ylmethyl)-4-(4-chloro-phenyl)-piperidin-4-ol), NC1=NC=C(C=N1)B1OC(C)(C)C(C)(C)O1 (2-amino-pyrimidine-5-boronic acid pinacol ester). Product: NC1=NC=C(C=N1)C=1N=C(C2=C(N1)C=C(S2)CN2CCC(CC2)(O)C2=CC=C(C=C2)Cl)N2CCOCC2 (1-((2-(2-aminopyrimidin-5-yl)-4-morpholinothieno[3,2-d]pyrimidin-6-yl)methyl)-4-(4-chlorophenyl)piperidin-4-ol). As a reaction SMILES: Cl[C:2]1[N:3]=[C:4]([N:26]2[CH2:31][CH2:30][O:29][CH2:28][CH2:27]2)[C:5]2[S:10][C:9]([CH2:11][N:12]3[CH2:17][CH2:16][C:15]([C:19]4[CH:24]=[CH:23][C:22]([Cl:25])=[CH:21][CH:20]=4)([OH:18])[CH2:14][CH2:13]3)=[CH:8][C:6]=2[N:7]=1.[NH2:32][C:33]1[N:38]=[CH:37][C:36](B2OC(C)(C)C(C)(C)O2)=[CH:35][N:34]=1>>[NH2:32][C:33]1[N:38]=[CH:37][C:36]([C:2]2[N:3]=[C:4]([N:26]3[CH2:27][CH2:28][O:29][CH2:30][CH2:31]3)[C:5]3[S:10][C:9]([CH2:11][N:12]4[CH2:17][CH2:16][C:15]([C:19]5[CH:24]=[CH:23][C:22]([Cl:25])=[CH:21][CH:20]=5)([OH:18])[CH2:14][CH2:13]4)=[CH:8][C:6]=3[N:7]=2)=[CH:35][N:34]=1. Procedure details: 1-(2-Chloro-4-morpholin-4-yl-thieno[3,2-d]pyrimidin-6-ylmethyl)-4-(4-chloro-phenyl)-piperidin-4-ol (146 mg, 0.3 0 mmol) was reacted with 2-amino-pyrimidine-5-boronic acid pinacol ester (94 mg, 0.45 mmol) in General Procedure A. After extraction into 2M HCl, the mixture was washed with EtOAc then basified and the precipitate collected by filtration. Purification on silica gave 317 as a pale yellow solid (75 mg, 0.14 mmol). NMR (CD3OD, 400 MHz), 9.19 (s, 2H); 7.52 (m, 2H); 7.39 (s, 1H), 7.35 (m, 2... The reactants are P(=O)([O-])([O-])O.[K+].[K+] (Dipotassium phosphate), C1(=CC=CC=C1)P(C1=CC=CC=C1)C1=CC=CC=C1 (triphenylphosphine), ClC1=C(C(=C(C=C1)B1OCCCO1)F)OC (2-(4-chloro-2-fluoro-3-methoxyphenyl)-1,3,2-dioxaborinane), ClC1=CC(=NC(=C1Cl)Cl)C(=O)OCC1=CC=CC=C1 (benzyl 4,5,6-trichloropicolinate). The reagents and catalysts are C1=CC=C(C=C1)C#N.C1=CC=C(C=C1)C#N.Cl[Pd]Cl (bis(benzonitrile)palladium(II) chloride). Run in O (water). Reaction conditions: temperature 74.5 celsius. Yields the product ClC1=CC(=NC(=C1Cl)C1=C(C(=C(C=C1)Cl)OC)F)C(=O)OCC1=CC=CC=C1 (Benzyl 4,5-dichloro-6-(4-chloro-2-fluoro-3-methoxyphenyl)picolinate). RXN SMILES: P(O)([O-])([O-])=O.[K+].[K+].[Cl:8][C:9]1[CH:14]=[CH:13][C:12](B2OCCCO2)=[C:11]([F:21])[C:10]=1[O:22][CH3:23].[Cl:24][C:25]1[C:30]([Cl:31])=[C:29](Cl)[N:28]=[C:27]([C:33]([O:35][CH2:36][C:37]2[CH:42]=[CH:41][CH:40]=[CH:39][CH:38]=2)=[O:34])[CH:26]=1.C1(P(C2C=CC=CC=2)C2C=CC=CC=2)C=CC=CC=1>C1C=CC(C#N)=CC=1.C1C=CC(C#N)=CC=1.Cl[Pd]Cl.O>[Cl:24][C:25]1[C:30]([Cl:31])=[C:29]([C:12]2[CH:13]=[CH:14][C:9]([Cl:8])=[C:10]([O:22][CH3:23])[C:11]=2[F:21])[N:28]=[C:27]([C:33]([O:35][CH2:36][C:37]2[CH:42]=[CH:41][CH:40]=[CH:39][CH:38]=2)=[O:34])[CH:26]=1 |f:0.1.2,6.7.8|. Procedure: A 22-L straight wall reactor equipped with a mechanical stirrer was charged with tap water (3403 g). Dipotassium phosphate (K2HPO4; 2596 g, 14.9 mol) was then added, and the mixture was stirred until all solids dissolved while being purged with a nitrogen stream. After all the solids had dissolved, acetonitrile (8173 g) was loaded into the reactor. To a separate 30-L straight-wall jacketed reactor equipped with a bottom drain and a mechanical overhead stirrer was loaded 2-(4-chloro-2-fluoro-3-me... Reactants: C, CO, [H][H], Nc1cc(Oc2ccc([N+](=O)[O-])cc2F)ccn1, [Pd]. Yields the product Nc1ccc(Oc2ccnc(N)c2)c(F)c1. Reaction SMILES: [C:23].[CH3:21][OH:22].[H:19][H:20].[NH2:1][c:2]1[n:3][cH:4][cH:5][c:6]([O:8][c:9]2[c:10]([F:18])[cH:11][c:12]([N+:15]([O-:16])=[O:17])[cH:13][cH:14]2)[cH:7]1.[Pd:24]>>[NH2:1][c:2]1[n:3][cH:4][cH:5][c:6]([O:8][c:9]2[c:10]([F:18])[cH:11][c:12]([NH2:15])[cH:13][cH:14]2)[cH:7]1. Reactants: CN(C)C1=CC=C(C(=N1)C(=O)OC)O (methyl 6-(N,N-dimethylamino)-3-hydroxypicolinate), COC1=NC(=NC(=C1)OC)S(=O)(=O)C (4,6-dimethoxy-2-methylsulfonylpyrimidine), C([O-])([O-])=O.[K+].[K+] (potassium carbonate), CN(C=O)C (dimethylformamide). The solvent is O (water). Product: COC1=NC(=NC(=C1)OC)OC=1C(=NC(=CC1)N(C)C)C(=O)OC (methyl 3-(4,6-dimethoxypyrimidin-2-yl)oxy-6-(N,N-dimethylamino)picolinate). As a reaction SMILES: [CH3:1][N:2]([C:4]1[N:9]=[C:8]([C:10]([O:12][CH3:13])=[O:11])[C:7]([OH:14])=[CH:6][CH:5]=1)[CH3:3].[CH3:15][O:16][C:17]1[CH:22]=[C:21]([O:23][CH3:24])[N:20]=[C:19](S(C)(=O)=O)[N:18]=1.C(=O)([O-])[O-].[K+].[K+].CN(C)C=O>O>[CH3:15][O:16][C:17]1[CH:22]=[C:21]([O:23][CH3:24])[N:20]=[C:19]([O:14][C:7]2[C:8]([C:10]([O:12][CH3:13])=[O:11])=[N:9][C:4]([N:2]([CH3:1])[CH3:3])=[CH:5][CH:6]=2)[N:18]=1 |f:2.3.4|. Reported procedure: 1.4 g (7 mmol) of methyl 6-(N,N-dimethylamino)-3-hydroxypicolinate, 1.6 g (7 mmol) of 4,6-dimethoxy-2-methylsulfonylpyrimidine and 0.6 g (4 mmol) of potassium carbonate were added to 100 ml of dimethylformamide (DMF), and were reacted at 90° C. for 2 hours. After the reaction, the reaction content was poured into water, and was extracted with diethyl ether, and then washed with water, dried and concentrated to obtain an oily product which was thereafter crystallized with isopropyl ether. The cry... The reactants are CCOC(=O)CCCCCCN1C(=O)OCC1COC(=O)OC(C)(C)C, ClCCl, O=C(O)C(F)(F)F. The product is CCOC(=O)CCCCCCN1C(=O)OCC1CO. Reaction SMILES: [C:1]([O:2][C:3](=[O:4])[O:8][CH2:9][CH:10]1[N:11]([CH2:16][CH2:17][CH2:18][CH2:19][CH2:20][CH2:21][C:22](=[O:23])[O:24][CH2:25][CH3:26])[C:12](=[O:15])[O:13][CH2:14]1)([CH3:5])([CH3:6])[CH3:7].[Cl:34][CH2:35][Cl:36].[F:27][C:28]([F:29])([F:30])[C:31]([OH:32])=[O:33]>>[OH:8][CH2:9][CH:10]1[N:11]([CH2:16][CH2:17][CH2:18][CH2:19][CH2:20][CH2:21][C:22](=[O:23])[O:24][CH2:25][CH3:26])[C:12](=[O:15])[O:13][CH2:14]1. Reactants: Cc1ccccc1C(O)c1ccc(C2=NC(C)(C)CO2)cc1, ClCCl. Product: Cc1ccccc1C(=O)c1ccc(C2=NC(C)(C)CO2)cc1. Reaction SMILES: [CH3:1][c:2]1[c:3]([CH:8]([OH:9])[c:10]2[cH:11][cH:12][c:13]([C:16]3=[N:20][C:19]([CH3:21])([CH3:22])[CH2:18][O:17]3)[cH:14][cH:15]2)[cH:4][cH:5][cH:6][cH:7]1.[Cl:23][CH2:24][Cl:25]>>[CH3:1][c:2]1[c:3]([C:8](=[O:9])[c:10]2[cH:11][cH:12][c:13]([C:16]3=[N:20][C:19]([CH3:21])([CH3:22])[CH2:18][O:17]3)[cH:14][cH:15]2)[cH:4][cH:5][cH:6][cH:7]1. Reactants: COC1=C(C=CC=C1)B(O)O (2-methoxyphenyl boronic acid), BrC=1SC=C(N1)C(=O)OCC (ethyl 2-bromothiazole-4-carboxylate), C(=O)([O-])[O-].[Na+].[Na+] (Na2CO3). Reagents/catalysts: C1=CC=C(C=C1)P([C-]2C=CC=C2)C3=CC=CC=C3.C1=CC=C(C=C1)P([C-]2C=CC=C2)C3=CC=CC=C3.Cl[Pd]Cl.[Fe+2] (PdCl2(dppf)2). Run in COCCOC (DME). The product is COC1=C(C=CC=C1)C=1SC=C(N1)C(=O)OCC (Ethyl 2-(2-methoxyphenyl)-thiazole-4-carboxylate). RXN SMILES: [CH3:1][O:2][C:3]1[CH:8]=[CH:7][CH:6]=[CH:5][C:4]=1B(O)O.Br[C:13]1[S:14][CH:15]=[C:16]([C:18]([O:20][CH2:21][CH3:22])=[O:19])[N:17]=1.C([O-])([O-])=O.[Na+].[Na+]>COCCOC.C1C=CC(P(C2C=CC=CC=2)[C-]2C=CC=C2)=CC=1.C1C=CC(P(C2C=CC=CC=2)[C-]2C=CC=C2)=CC=1.Cl[Pd]Cl.[Fe+2]>[CH3:1][O:2][C:3]1[CH:8]=[CH:7][CH:6]=[CH:5][C:4]=1[C:13]1[S:14][CH:15]=[C:16]([C:18]([O:20][CH2:21][CH3:22])=[O:19])[N:17]=1 |f:2.3.4,6.7.8.9|. Reported procedure: A suspension of 2-methoxyphenyl boronic acid (0.25 g, 1.65 mmol), ethyl 2-bromothiazole-4-carboxylate (0.33 g, 1.4 mmol), PdCl2(dppf)2 (0.11 g, 0.14 mmol) and 2M Na2CO3(aq) (2 mL) in DME (10 mL) was heated at reflux for 20 h, cooled to RT, filtered, concentrated by rotary evaporation and purified on silica gel (6:1 hexanes/EtOAc and 4:1 hexanes/EtOAc) to afford the title compound as a light-brown oil. EI-MS m/z 264 (M+H). Starting materials: C(C1=CC=CC=C1)OC=1C=CC(=NC1CO)C=O (5-benzyloxy-6-hydroxymethyl-2-pyridinecarboxaldehyde), P(=O)(Cl)(Cl)Cl (phosphorus oxychloride), C(C)(=O)OCC (ethyl acetate), P(=O)(Cl)(Cl)Cl (phosphorus oxychloride). Solvent: CCOCC (ether). The product is C(C1=CC=CC=C1)OC=1C=CC(=NC1CCl)C=O (5-benzyloxy-6-chloromethyl-2-pyridinecarboxaldehyde). Reaction SMILES: [CH2:1]([O:8][C:9]1[CH:10]=[CH:11][C:12]([CH:17]=[O:18])=[N:13][C:14]=1[CH2:15]O)[C:2]1[CH:7]=[CH:6][CH:5]=[CH:4][CH:3]=1.C(OCC)(=O)C.P(Cl)(Cl)([Cl:27])=O>CCOCC>[CH2:1]([O:8][C:9]1[CH:10]=[CH:11][C:12]([CH:17]=[O:18])=[N:13][C:14]=1[CH2:15][Cl:27])[C:2]1[CH:7]=[CH:6][CH:5]=[CH:4][CH:3]=1. Reported procedure: To a stirred solution of 5-benzyloxy-6-hydroxymethyl-2-pyridinecarboxaldehyde (5.86 g., 0.0241 mol) in 100 ml. of ethyl acetate is added 4.056 g. (0.0265 mol) of phosphorus oxychloride and the mixture is refluxed for 20 minutes. Additional phosphorus oxychloride (0.4 ml.) is introduced and the mixture is heated further for 30 minutes. The reaction mixture is cooled, diluted with ether and then washed with 5% sodium bicarbonate solution and brine. The ethereal solution is dried, treated with char... The reactants are Cl (HCl), C(C)(C)(C)OC(NCCCCC1=CC=C(C=C1)NCC(N)=O)=O ({4-[4-(Carbamoylmethylamino)phenyl]butyl}carbamic acid tert-butyl ester). Reaction conditions: time 1 hour. The product is NCCCCC1=CC=C(C=C1)NCC(=O)N (2-[4-(4-Aminobutyl)phenylamino]acetamide). Yield: 72.9%. RXN SMILES: Cl.C(OC(=O)[NH:8][CH2:9][CH2:10][CH2:11][CH2:12][C:13]1[CH:18]=[CH:17][C:16]([NH:19][CH2:20][C:21](=[O:23])[NH2:22])=[CH:15][CH:14]=1)(C)(C)C>>[NH2:8][CH2:9][CH2:10][CH2:11][CH2:12][C:13]1[CH:18]=[CH:17][C:16]([NH:19][CH2:20][C:21]([NH2:22])=[O:23])=[CH:15][CH:14]=1. Procedure: 12N HCl (5 mL) was added to {4-[4-(carbamoylmethylamino)phenyl]butyl}carbamic acid tert-butyl ester 390 (0.2 g, 0.62 mmol). The reaction was stirred at room temperature for 1 hour. The solvent was evaporated in vacuo. The residue was purified by flash chromatography (silica gel, 4:1:0.1 chloroform/methanol/concentrated ammonium hydroxide, v/v) to provide 400 (0.10 g, 70%) as a white solid. 1H NMR (300 MHz, CD3OD) δ 1.55 (m, 4H), 2.50 (t, 2H), 2.68 (t, 2H), 3.70 (s, 2H), 6.52 (d, 2H), 6.97 (d, 2H... Product: COC=1C=C(C=CC1OC)C1=NN(C([C@H]2CC=CC[C@@H]12)=O)C1=CC=C(C=C1)CC(=O)O ((cis)-4-(4-(3,4-Dimethoxyphenyl)-1-oxo-4a,5,8,8a-tetrahydro-1H-phthalazin-2yl)phenylacetic acid). RXN SMILES: [NH:1]([C:3]1[CH:8]=[CH:7][C:6]([CH2:9][C:10]([OH:12])=[O:11])=[CH:5][CH:4]=1)[NH2:2].[CH3:13][O:14][C:15]1[CH:16]=[C:17]([C:23]2[C@H:32]3[C@H:27]([CH2:28][CH2:29][CH2:30][CH2:31]3)[C:26](=[O:33])N(CCO)N=2)[CH:18]=[CH:19][C:20]=1[O:21][CH3:22]>>[CH3:13][O:14][C:15]1[CH:16]=[C:17]([C:23]2[C@H:32]3[C@H:27]([CH2:28][CH:29]=[CH:30][CH2:31]3)[C:26](=[O:33])[N:1]([C:3]3[CH:4]=[CH:5][C:6]([CH2:9][C:10]([OH:12])=[O:11])=[CH:7][CH:8]=3)[N:2]=2)[CH:18]=[CH:19][C:20]=1[O:21][CH3:22]. Reported procedure: Prepared from compound C and 4-hydrazinophenylacetic acid as described for compound 35. Crystallized from diethyl ether. M.p. 162° C. The reactants are compound C, N(N)C1=CC=C(C=C1)CC(=O)O (4-hydrazinophenylacetic acid), COC=1C=C(C=CC1OC)C1=NN(C([C@H]2CCCC[C@@H]12)=O)CCO ((cis)-4-(3,4-Dimethoxyphenyl)-2-(2-hydroxy-1-ethyl)-4a,5,6,7,8,8a-hexahydro-2H-phthalazin-1-one).